From a dataset of the Open Reaction Database (ORD), a public repository of structured organic reaction records. describe an organic reaction: reactants, conditions, products, and yield Reactants: Cl, Fc1ccc2c(c1)C1OCCNC1CCO2, c1ccc2c(c1)OCCC1NCCOC21. Yields the product Cl, CN1CCOC2c3cc(F)ccc3OCCC21. As a reaction SMILES: [ClH:32].[F:1][c:2]1[cH:3][cH:4][c:5]2[c:6]([cH:7]1)[CH:8]1[O:9][CH2:10][CH2:11][NH:12][CH:13]1[CH2:14][CH2:15][O:16]2.[O:17]1[CH:18]2[CH:22]([NH:21][CH2:20][CH2:19]1)[CH2:23][CH2:24][O:25][c:26]1[cH:27][cH:28][cH:29][cH:30][c:31]12>>[ClH:32].[F:1][c:2]1[cH:3][cH:4][c:5]2[c:6]([cH:7]1)[CH:8]1[O:9][CH2:10][CH2:11][N:12]([CH3:18])[CH:13]1[CH2:14][CH2:15][O:16]2. The reactants are COc1cc(C(=O)Cl)cc(OC)c1OC, OCCC1(c2ccc3c(c2)OCO3)CCNC1. The product is COc1cc(C(=O)N2CCC(CCO)(c3ccc4c(c3)OCO4)C2)cc(OC)c1OC. As a reaction SMILES: [CH3:18][O:19][c:20]1[cH:21][c:22]([C:23](=[O:24])[Cl:25])[cH:26][c:27]([O:31][CH3:32])[c:28]1[O:29][CH3:30].[O:1]1[CH2:2][O:3][c:4]2[c:5]1[cH:6][cH:7][c:8]([C:10]1([CH2:15][CH2:16][OH:17])[CH2:11][NH:12][CH2:13][CH2:14]1)[cH:9]2>>[O:1]1[CH2:2][O:3][c:4]2[c:5]1[cH:6][cH:7][c:8]([C:10]1([CH2:15][CH2:16][OH:17])[CH2:11][N:12]([C:23]([c:22]3[cH:21][c:20]([O:19][CH3:18])[c:28]([O:29][CH3:30])[c:27]([O:31][CH3:32])[cH:26]3)=[O:24])[CH2:13][CH2:14]1)[cH:9]2. Starting materials: S(O)(O)(=O)=O (sulfuric acid), C(=O)N[C@@H](CC(O)=O)C(=O)N[C@@H](CC1=CC=CC=C1)C(=O)O (N-formyl-α-L-aspartyl-L-phenylalanine). Run in O (water). Run at temperature 50 celsius, time 3 hour. Yields the product N[C@@H](CC(O)=O)C(=O)N[C@@H](CC1=CC=CC=C1)C(=O)O (α-L-aspartyl-L-phenylalanine). The yield is 81.4%. RXN SMILES: S(=O)(=O)(O)O.C([NH:8][C@H:9]([C:14]([NH:16][C@H:17]([C:25]([OH:27])=[O:26])[CH2:18][C:19]1[CH:24]=[CH:23][CH:22]=[CH:21][CH:20]=1)=[O:15])[CH2:10][C:11](=[O:13])[OH:12])=O>O>[NH2:8][C@H:9]([C:14]([NH:16][C@H:17]([C:25]([OH:27])=[O:26])[CH2:18][C:19]1[CH:24]=[CH:23][CH:22]=[CH:21][CH:20]=1)=[O:15])[CH2:10][C:11](=[O:12])[OH:13]. Reported procedure: A medium composed of 25.5 g of concentrated sulfuric acid and 72.5 g of water was heated to 50° C., followed by a gradual addition of 30.8 g (0.1 mole) of N-formyl-α-L-aspartyl-L-phenylalanine over about 1 hour. The reaction was conducted for further 3 hours at 50°-60° C. to remove the formyl group, so that α-L-aspartyl-L-phenylalanine was formed. The reaction mixture was then cooled to 20° C., and 9.6 g of methanol and 18.7 g of anhydrous magnesium chloride were added. The reaction mixture was ... The reactants are CC1(CC2(C(NC(N2)=O)=O)CC(N1)(C)C)C (7,7,9,9-tetramethyl-1,3,8-triazaspiro[4.5]decane-2,4-dione), O1C(COC2=CC=C(C=C2)CC2=CC=C(C=C2)OCC2CO2)C1 (bis[p-(2,3-epoxypropoxy)phenyl]methane), [OH-].[K+] (potassium hydroxide), C(C)(=O)OCC (ethyl acetate). The solvent is C(C)N(CC)CC (triethylamine), C(C)O (ethanol), CO (methanol). Yields the product OC(COC1=CC=C(C=C1)CC1=CC=C(C=C1)OCC(CN1C(NC2(C1=O)CC(NC(C2)(C)C)(C)C)=O)O)CN2C(NC1(C2=O)CC(NC(C1)(C)C)(C)C)=O (Bis{4-[2-hydroxy-3-(7,7,9,9-tetramethyl-2,4-dioxo-1,3,8-triazaspiro[4.5]dec-3-yl)propoxy]phenyl}methane). RXN SMILES: [CH3:1][C:2]1([CH3:16])[NH:13][C:12]([CH3:15])([CH3:14])[CH2:11][C:4]2([NH:8][C:7](=[O:9])[NH:6][C:5]2=[O:10])[CH2:3]1.O1[CH2:39][CH:18]1[CH2:19][O:20][C:21]1[CH:26]=[CH:25][C:24]([CH2:27][C:28]2[CH:33]=[CH:32][C:31]([O:34][CH2:35][CH:36]3[O:38][CH2:37]3)=[CH:30][CH:29]=2)=[CH:23][CH:22]=1.[OH-:40].[K+].C([O:45][CH2:46][CH3:47])(=O)C>CO.C(N(CC)CC)C.C(O)C>[OH:40][CH:18]([CH2:39][N:8]1[C:46](=[O:45])[C:47]2([CH2:1][C:2]([CH3:16])([CH3:3])[NH:13][C:12]([CH3:14])([CH3:11])[CH2:15]2)[NH:6][C:7]1=[O:9])[CH2:19][O:20][C:21]1[CH:22]=[CH:23][C:24]([CH2:27][C:28]2[CH:29]=[CH:30][C:31]([O:34][CH2:35][CH:36]([OH:38])[CH2:37][N:6]3[C:5](=[O:10])[C:4]4([CH2:3][C:2]([CH3:16])([CH3:1])[NH:13][C:12]([CH3:15])([CH3:14])[CH2:11]4)[NH:8][C:7]3=[O:9])=[CH:32][CH:33]=2)=[CH:25][CH:26]=1 |f:2.3|. Reported procedure: A mixture of 12 g of 7,7,9,9-tetramethyl-1,3,8-triazaspiro[4.5]decane-2,4-dione, 7 g of bis[p-(2,3-epoxypropoxy)phenyl]methane and 0.1 g (a catalytic amount) of potassium hydroxide was refluxed for 7 hours in 50 ml of methanol. After completion of the reaction, the methanol was evaporated under reduced pressure from the reaction mixture and the residue was dissolved in chloroform. The solution was then washed successively with a 5% w/w aqueous solution of potassium hydroxide and water and dried ... Starting materials: CC(=O)NCC1CN=C(c2ccccc2F)c2cc(Cl)ccc2N1C(C)=O, N. Yields the product CC1=NCC2CN=C(c3ccccc3F)c3cc(Cl)ccc3N12. Reaction SMILES: [C:1]([CH3:2])([N:4]1[CH:5]([CH2:23][NH:24][C:3](=[O:25])[CH3:26])[CH2:6][N:7]=[C:8]([c:16]2[c:17]([F:22])[cH:18][cH:19][cH:20][cH:21]2)[c:9]2[c:10]1[cH:11][cH:12][c:13]([Cl:15])[cH:14]2)=[O:27].[NH3:28]>>[C:1]1([CH3:2])=[N:24][CH2:23][CH:5]2[N:4]1[c:10]1[c:9]([cH:14][c:13]([Cl:15])[cH:12][cH:11]1)[C:8]([c:16]1[c:17]([F:22])[cH:18][cH:19][cH:20][cH:21]1)=[N:7][CH2:6]2. The reactants are CO, Cc1cc(Nc2ccc([N+](=O)[O-])cn2)nc(N)n1. Product: Cc1cc(Nc2ccc(N)cn2)nc(N)n1. RXN SMILES: [CH3:19][OH:20].[CH3:1][c:2]1[cH:3][c:4]([NH:9][c:10]2[n:11][cH:12][c:13]([N+:16]([O-:17])=[O:18])[cH:14][cH:15]2)[n:5][c:6]([NH2:8])[n:7]1>>[CH3:1][c:2]1[cH:3][c:4]([NH:9][c:10]2[n:11][cH:12][c:13]([NH2:16])[cH:14][cH:15]2)[n:5][c:6]([NH2:8])[n:7]1. The reactants are O[C@H]1[C@@H](CCCC1)C(=O)OCC (ethyl (1R,2R)-2-hydroxycyclohexane-1-carboxylate), resultant solution, B(F)(F)F (BF3), COC=1C=C(C=CC1OC)CCO\C(\C(Cl)(Cl)Cl)=N\[H] ((E)-trichloroacetimidic acid 2-(3,4-dimethoxyphenyl)ethyl ester). The solvent is C1(=CC=CC=C1)C (toluene), C1(=CC=CC=C1)C (toluene). Yields the product C(C)[C@@]1([C@@H](CCCC1)OCCC1=CC(=C(C=C1)OC)OC)C(=O)O (ethyl (1R,2R)-2-(3,4-dimethoxyphenethoxy)cyclohexane-1-carboxylic acid). Isolated yield 110.3%. Reaction SMILES: O[C@@H:2]1[CH2:7][CH2:6][CH2:5][CH2:4][C@H:3]1[C:8]([O:10]CC)=[O:9].B(F)(F)F.[CH3:17][O:18][C:19]1[CH:20]=[C:21]([CH2:27][CH2:28][O:29]/[C:30](=N/[H])/[C:31](Cl)(Cl)Cl)[CH:22]=[CH:23][C:24]=1[O:25][CH3:26]>C1(C)C=CC=CC=1>[CH2:4]([C@@:3]1([C:8]([OH:10])=[O:9])[CH2:2][CH2:7][CH2:6][CH2:31][C@H:30]1[O:29][CH2:28][CH2:27][C:21]1[CH:22]=[CH:23][C:24]([O:25][CH3:26])=[C:19]([O:18][CH3:17])[CH:20]=1)[CH3:5]. Procedure: To ethyl (1R,2R)-2-hydroxycyclohexane-1-carboxylate (166) (1.7 g, 10 mmol) and BF3.EtO2 (280 mg, 250 μL, 2 mmol) in toluene (10 mL) was added dropwise a solution of 3,4-dimethoxyphenethoxy trichloroacetimidate (16) (3.26 g, 10 mmol) in toluene (15 mL). The resultant solution was stirred at ambient temperature for 2 hrs. The reaction mixture was then quenched with water (10 mL), the organic layer was collected, dried over anhydrous MgSO4 and concentrated in vacuo to give 3.71 g (quant. yield) of ... The reactants are C(C)(C)OC1=NC=CC=C1NC=1C2=C(N=CN1)SC(=C2C)C(=O)O (4-(2-isopropoxypyridin-3-ylamino)-5-methylthieno[2,3-d]pyrimidine-6-carboxylic acid), CN(CCCN)C (3-dimethylaminopropylamine). The product is CN(CCCNC(=O)C1=C(C2=C(N=CN=C2NC=2C(=NC=CC2)OC(C)C)S1)C)C (N-(3-(Dimethylamino)propyl)-4-(2-isopropoxypyridin-3-ylamino)-5-methyl-thieno[2,3-d]pyrimidine-6-carboxamide). RXN SMILES: [CH:1]([O:4][C:5]1[C:10]([NH:11][C:12]2[C:13]3[C:20]([CH3:21])=[C:19]([C:22](O)=[O:23])[S:18][C:14]=3[N:15]=[CH:16][N:17]=2)=[CH:9][CH:8]=[CH:7][N:6]=1)([CH3:3])[CH3:2].[CH3:25][N:26]([CH3:31])[CH2:27][CH2:28][CH2:29][NH2:30]>>[CH3:25][N:26]([CH3:31])[CH2:27][CH2:28][CH2:29][NH:30][C:22]([C:19]1[S:18][C:14]2[N:15]=[CH:16][N:17]=[C:12]([NH:11][C:10]3[C:5]([O:4][CH:1]([CH3:3])[CH3:2])=[N:6][CH:7]=[CH:8][CH:9]=3)[C:13]=2[C:20]=1[CH3:21])=[O:23]. Reported procedure: Prepared analogously to example 1.3 using 4-(2-isopropoxypyridin-3-ylamino)-5-methylthieno[2,3-d]pyrimidine-6-carboxylic acid (descirbed in 1.2) and 3-dimethylaminopropylamine. The resultant product was purified by chromatography. The reactants are COC(=O)c1ccc(CBr)c([N+](=O)[O-])c1, O=Cc1c(Cl)cc(N2CCOCC2)cc1Cl, [K+], [K+], O=C([O-])[O-], CN(C)C=O, c1ccc(P(c2ccccc2)c2ccccc2)cc1. Reaction SMILES: [CH3:1][O:2][C:3]([c:4]1[cH:5][c:6]([N+:12](=[O:13])[O-:14])[c:7]([CH2:10][Br:11])[cH:8][cH:9]1)=[O:15].[Cl:35][c:36]1[c:37]([CH:38]=[O:39])[c:40]([Cl:50])[cH:41][c:42]([N:44]2[CH2:45][CH2:46][O:47][CH2:48][CH2:49]2)[cH:43]1.[K+:51].[K+:52].[O-:53][C:54]([O-:55])=[O:56].[O:57]=[CH:58][N:59]([CH3:60])[CH3:61].[c:16]1([P:17]([c:18]2[cH:19][cH:20][cH:21][cH:22][cH:23]2)[c:24]2[cH:25][cH:26][cH:27][cH:28][cH:29]2)[cH:30][cH:31][cH:32][cH:33][cH:34]1>>[CH3:1][O:2][C:3]([c:4]1[cH:5][c:6]([N+:12](=[O:13])[O-:14])[c:7]([CH:10]=[CH:38][c:37]2[c:36]([Cl:35])[cH:43][c:42]([N:44]3[CH2:45][CH2:46][O:47][CH2:48][CH2:49]3)[cH:41][c:40]2[Cl:50])[cH:8][cH:9]1)=[O:15]. Product: COC(=O)c1ccc(C=Cc2c(Cl)cc(N3CCOCC3)cc2Cl)c([N+](=O)[O-])c1. Starting materials: COc2ccc(/C=C/c1ccccc1)cc2 (substrate), CC2(C)COB(c1ccccc1)OC2 (effective_coupling_partner). The reagents and catalysts are PCy3. Run at temperature 120 celsius, time 12 hour. Product: C(=C\c2ccc(c1ccccc1)cc2)/c3ccccc3.